This data is from the Open Reaction Database (ORD), a public repository of structured organic reaction records. The task is: describe an organic reaction: reactants, conditions, products, and yield The reactants are CI, CN(C)C=O, [H-], [Na+], Cc1cccc(C(=O)c2ccc(Cl)cc2)c1O. Yields the product COc1c(C)cccc1C(=O)c1ccc(Cl)cc1. As a reaction SMILES: [CH3:20][I:21].[CH3:22][N:23]([CH3:24])[CH:25]=[O:26].[H-:18].[Na+:19].[OH:1][c:2]1[c:3]([C:4](=[O:5])[c:6]2[cH:7][cH:8][c:9]([Cl:12])[cH:10][cH:11]2)[cH:13][cH:14][cH:15][c:16]1[CH3:17]>>[O:1]([c:2]1[c:3]([C:4](=[O:5])[c:6]2[cH:7][cH:8][c:9]([Cl:12])[cH:10][cH:11]2)[cH:13][cH:14][cH:15][c:16]1[CH3:17])[CH3:20]. Starting materials: CC(=O)O[BH-](OC(C)=O)OC(C)=O, C=O, Cc1cc2c(s1)Nc1ccccc1N=C2N1CCNC(CCc2ccccc2)C1, CC(Cl)Cl, [Na+]. As a reaction SMILES: [C:32]([O:33][BH-:34]([O:35][C:36](=[O:37])[CH3:38])[O:39][C:40](=[O:41])[CH3:42])(=[O:43])[CH3:44].[CH2:1]=[O:2].[CH3:3][c:4]1[cH:5][c:6]2[c:12]([s:13]1)[NH:11][c:10]1[c:9]([cH:17][cH:16][cH:15][cH:14]1)[N:8]=[C:7]2[N:18]1[CH2:19][CH:20]([CH2:24][CH2:25][c:26]2[cH:27][cH:28][cH:29][cH:30][cH:31]2)[NH:21][CH2:22][CH2:23]1.[Cl:46][CH:47]([Cl:48])[CH3:49].[Na+:45]>>[CH3:3][c:4]1[cH:5][c:6]2[c:12]([s:13]1)[NH:11][c:10]1[c:9]([cH:17][cH:16][cH:15][cH:14]1)[N:8]=[C:7]2[N:18]1[CH2:19][CH:20]([CH2:24][CH2:25][c:26]2[cH:27][cH:28][cH:29][cH:30][cH:31]2)[N:21]([CH3:32])[CH2:22][CH2:23]1. Product: Cc1cc2c(s1)Nc1ccccc1N=C2N1CCN(C)C(CCc2ccccc2)C1. Reactants: BrC1=CSC=2CN(CCOC21)C(=O)OC(C)(C)C (tert-butyl 8-bromo-2,3-dihydrothieno[2,3-f][1,4]oxazepine-4(5H)-carboxylate), C1(CC1)B(O)O (cyclopropylboronic acid), CC(C)([O-])C.[K+] (potassium tert-butoxide), C1(CCCCC1)P(C1CCCCC1)C1CCCCC1 (tricyclohexylphosphine). The product is C1(CC1)C1=CSC=2CN(CCOC21)C(=O)OC(C)(C)C (tert-butyl 8-cyclopropyl-2,3-dihydrothieno[2,3-f][1,4]oxazepine-4(5H)-carboxylate). As a reaction SMILES: Br[C:2]1[C:11]2[O:10][CH2:9][CH2:8][N:7]([C:12]([O:14][C:15]([CH3:18])([CH3:17])[CH3:16])=[O:13])[CH2:6][C:5]=2[S:4][CH:3]=1.[CH:19]1(B(O)O)[CH2:21][CH2:20]1.CC(C)([O-])C.[K+].C1(P(C2CCCCC2)C2CCCCC2)CCCCC1>C([O-])(=O)C.[Pd+2].C([O-])(=O)C.O.C1(C)C=CC=CC=1>[CH:19]1([C:2]2[C:11]3[O:10][CH2:9][CH2:8][N:7]([C:12]([O:14][C:15]([CH3:18])([CH3:17])[CH3:16])=[O:13])[CH2:6][C:5]=3[S:4][CH:3]=2)[CH2:21][CH2:20]1 |f:2.3,5.6.7|. Reaction conditions: temperature 100 celsius, time 8 hour. Solvent: C1(=CC=CC=C1)C (toluene), O (water). The reagents and catalysts are C(C)(=O)[O-].[Pd+2].C(C)(=O)[O-] (palladium acetate). Procedure details: A mixture of tert-butyl 8-bromo-2,3-dihydrothieno[2,3-f][1,4]oxazepine-4(5H)-carboxylate (16.0 g) obtained in Example 1, steps 1-3, cyclopropylboronic acid (8.23 g), potassium tert-butoxide (12.5 g), tricyclohexylphosphine (1.88 g), palladium acetate (754 mg) and toluene (400 mL) was stirred at 100° C. for 8 hr, the reaction mixture was poured into water, and the mixture was extracted with ethyl acetate. The extract was dried over anhydrous magnesium sulfate, and the solvent was evaporated under... Isolated yield 75.0%. Starting materials: COC(CC1(CCCCC1)N1C(NC2=C1C=CC=C2)=O)=O ([1-(2-oxo-2,3-dihydro-benzimidazol-1-yl)-cyclohexyl]-acetic acid methyl ester), [I-].CN1C=C(C2=C(C=CC=C12)C)C[N+](C)(C)C ((1,4-dimethyl-1H-indol-3-ylmethyl)-trimethylammonium iodide), C(=O)([O-])[O-].[K+].[K+] (K2CO3). The solvent is CCOC(=O)C (EtOAc), CN(C)C=O (DMF). Run at temperature 100 celsius, time 4 hour. Yields the product COC(CC1(CCCCC1)N1C(N(C2=C1C=CC=C2)CC2CN(C1=CC=CC(=C21)C)C)=O)=O ({1-[3-(1,4-dimethyl-3H-indol-3-ylmethyl)-2-oxo-2,3-dihydro-benzimidazol-1-yl]-cyclohexyl}-acetic acid methyl ester). Yield: 73.2%. Reaction SMILES: [CH3:1][O:2][C:3](=[O:21])[CH2:4][C:5]1([N:11]2[C:15]3[CH:16]=[CH:17][CH:18]=[CH:19][C:14]=3[NH:13][C:12]2=[O:20])[CH2:10][CH2:9][CH2:8][CH2:7][CH2:6]1.[I-].[CH3:23][N:24]1[C:32]2[C:27](=[C:28]([CH3:33])[CH:29]=[CH:30][CH:31]=2)[C:26]([CH2:34][N+](C)(C)C)=[CH:25]1.C([O-])([O-])=O.[K+].[K+]>CN(C=O)C.CCOC(C)=O>[CH3:1][O:2][C:3](=[O:21])[CH2:4][C:5]1([N:11]2[C:15]3[CH:16]=[CH:17][CH:18]=[CH:19][C:14]=3[N:13]([CH2:34][CH:26]3[C:27]4[C:32](=[CH:31][CH:30]=[CH:29][C:28]=4[CH3:33])[N:24]([CH3:23])[CH2:25]3)[C:12]2=[O:20])[CH2:10][CH2:9][CH2:8][CH2:7][CH2:6]1 |f:1.2,3.4.5|. Reported procedure: To a mixture of [1-(2-oxo-2,3-dihydro-benzimidazol-1-yl)-cyclohexyl]-acetic acid methyl ester (115 mg, 0.40 mmol) and (1,4-dimethyl-1H-indol-3-ylmethyl)-trimethylammonium iodide (200 mg, 0.58 mmol) in DMF (2.5 mL) was added K2CO3 (110 mg, 0.80 mmol). The mixture was stirred at 100° C. for 4 hours. The reaction mixture was diluted with EtOAc (50 mL) and washed with H2O (50 mL×3). The organic layer was dried over sodium sulfate and concentrated. The resulting residue was purified by CombiFlash wit... Starting materials: O=C([O-])[O-], C1COCCN1, CN(C)c1nc(Cl)nc(Cl)n1, ClCCl, [K+], [K+], CN(C)C=O, O. The product is CN(C)c1nc(Cl)nc(N2CCOCC2)n1. RXN SMILES: [C:12](=[O:13])([O-:14])[O-:15].[CH2:18]1[CH2:19][O:20][CH2:21][CH2:22][NH:23]1.[Cl:1][c:2]1[n:3][c:4]([N:9]([CH3:10])[CH3:11])[n:5][c:6]([Cl:8])[n:7]1.[Cl:24][CH2:25][Cl:26].[K+:16].[K+:17].[O:27]=[CH:28][N:29]([CH3:30])[CH3:31].[OH2:32]>>[c:2]1([N:23]2[CH2:18][CH2:19][O:20][CH2:21][CH2:22]2)[n:3][c:4]([N:9]([CH3:10])[CH3:11])[n:5][c:6]([Cl:8])[n:7]1. Reactants: C, CCO, CC1(C)C(=O)N(C2C3CC4CC(C3)CC2C4)N1C(=O)c1ccccc1[N+](=O)[O-], C1CCOC1, [Pd]. The product is CC1(C)C(=O)N(C2C3CC4CC(C3)CC2C4)N1C(=O)c1ccccc1N. As a reaction SMILES: [C:37].[CH2:34]([OH:35])[CH3:36].[CH3:1][C:2]1([CH3:28])[C:3](=[O:27])[N:4]([CH:17]2[CH:18]3[CH2:19][CH:20]4[CH2:21][CH:22]([CH2:23][CH:24]2[CH2:25]4)[CH2:26]3)[N:5]1[C:6](=[O:7])[c:8]1[c:9]([N+:14]([O-:15])=[O:16])[cH:10][cH:11][cH:12][cH:13]1.[O:29]1[CH2:30][CH2:31][CH2:32][CH2:33]1.[Pd:38]>>[CH3:1][C:2]1([CH3:28])[C:3](=[O:27])[N:4]([CH:17]2[CH:18]3[CH2:19][CH:20]4[CH2:21][CH:22]([CH2:23][CH:24]2[CH2:25]4)[CH2:26]3)[N:5]1[C:6](=[O:7])[c:8]1[c:9]([NH2:14])[cH:10][cH:11][cH:12][cH:13]1.